This data is from the Open Reaction Database (ORD), a public repository of structured organic reaction records. The task is: describe an organic reaction: reactants, conditions, products, and yield Reactants: O=C1CCC(=O)N1Br, CC#N, O=C1CCc2ccc(O)cc2O1. Yields the product O=C1CCc2cc(Br)c(O)cc2O1. RXN SMILES: [Br:13][N:14]1[C:15](=[O:16])[CH2:17][CH2:18][C:19]1=[O:20].[CH3:21][C:22]#[N:23].[OH:1][c:2]1[cH:3][cH:4][c:5]2[c:10]([cH:11]1)[O:9][C:8](=[O:12])[CH2:7][CH2:6]2>>[OH:1][c:2]1[c:3]([Br:13])[cH:4][c:5]2[c:10]([cH:11]1)[O:9][C:8](=[O:12])[CH2:7][CH2:6]2. The reactants are CCCCCCCNC(=O)c1ccc(Cl)nn1, O=C(c1ccccc1C(F)(F)F)N1CCNCC1. Product: CCCCCCCNC(=O)c1ccc(N2CCN(C(=O)c3ccccc3C(F)(F)F)CC2)nn1. RXN SMILES: [CH2:1]([CH2:2][CH2:3][CH2:4][CH2:5][CH2:6][CH3:7])[NH:8][C:9](=[O:10])[c:11]1[n:12][n:13][c:14]([Cl:17])[cH:15][cH:16]1.[N:18]1([C:24](=[O:25])[c:26]2[c:27]([C:32]([F:33])([F:34])[F:35])[cH:28][cH:29][cH:30][cH:31]2)[CH2:19][CH2:20][NH:21][CH2:22][CH2:23]1>>[CH2:1]([CH2:2][CH2:3][CH2:4][CH2:5][CH2:6][CH3:7])[NH:8][C:9](=[O:10])[c:11]1[n:12][n:13][c:14]([N:21]2[CH2:20][CH2:19][N:18]([C:24](=[O:25])[c:26]3[c:27]([C:32]([F:33])([F:34])[F:35])[cH:28][cH:29][cH:30][cH:31]3)[CH2:23][CH2:22]2)[cH:15][cH:16]1.